From a dataset of the Open Reaction Database (ORD), a public repository of structured organic reaction records. describe an organic reaction: reactants, conditions, products, and yield Reactants: C(C)(C)(C)OC1=CC=C(C=C)C=C1 (p-tert-butoxystyrene), COC1=CC=C(C=C)C=C1 (p-methoxystyrene). Yields the product C(C)(C)(C)OC1=CC=C(C=C)C=C1.COC1=CC=C(C=C)C=C1 (p-tert-butoxystyrene p-methoxystyrene). As a reaction SMILES: [C:1]([O:5][C:6]1[CH:13]=[CH:12][C:9]([CH:10]=[CH2:11])=[CH:8][CH:7]=1)([CH3:4])([CH3:3])[CH3:2].[CH3:14][O:15][C:16]1[CH:23]=[CH:22][C:19]([CH:20]=[CH2:21])=[CH:18][CH:17]=1>>[C:1]([O:5][C:6]1[CH:7]=[CH:8][C:9]([CH:10]=[CH2:11])=[CH:12][CH:13]=1)([CH3:4])([CH3:2])[CH3:3].[CH3:14][O:15][C:16]1[CH:23]=[CH:22][C:19]([CH:20]=[CH2:21])=[CH:18][CH:17]=1 |f:2.3|. Reported procedure: Using p-tert-butoxystyrene (77.6 g, 0.44 mole) and p-methoxystyrene (8.1 g, 0.06 mole), the polymerization and treatment were carried out in the same manner as described in Synthesis Example 1, (1), to give 77.1 g poly(p-tert-butoxystyrene/p-methoxystyrene) as white powder having Mw 20000 (GPC with polystyrene calibration). The polymer was found to have p-tert-butoxystyrene unit and p-methoxystyrene unit in a molar ratio of ca. 88:12 based on 1HNMR. Starting materials: FC1=C(C=CC=C1F)[C@@H]1CC=2C(=NC=CC2)[C@H](CC1)O (Racemic trans-6-(2,3-difluorophenyl)-6,7,8,9-tetrahydro-5H-cyclohepta[b]pyridin-9-ol), FC1=C(C=CC=C1F)[C@@H]1CC=2C(=NC=CC2)[C@@H](CC1)O (cis-6-(2,3-difluorophenyl)-6,7,8,9-tetrahydro-5H-cyclohepta[b]pyridin-9-ol). Solvent: CO (MeOH). Yields the product FC1=C(C=CC=C1F)/C/1=C/C=2C(=NC=CC2)C(CC1)O ((E)-6-(2,3-difluorophenyl)-8,9-dihydro-7H-cyclohepta[b]pyridin-9-ol). Reaction SMILES: [F:1][C:2]1[C:7]([F:8])=[CH:6][CH:5]=[CH:4][C:3]=1[C@H:9]1[CH2:19][CH2:18][C@H:17]([OH:20])[C:12]2=[N:13][CH:14]=[CH:15][CH:16]=[C:11]2[CH2:10]1.FC1C(F)=CC=CC=1[C@H]1CC[C@@H](O)C2=NC=CC=C2C1>CO>[F:1][C:2]1[C:7]([F:8])=[CH:6][CH:5]=[CH:4][C:3]=1[C:9]1=[CH:10][C:11]2[C:12]([CH:17]([OH:20])[CH2:18][CH2:19]1)=[N:13][CH:14]=[CH:15][CH:16]=2. Reported procedure: Racemic trans-6-(2,3-difluorophenyl)-6,7,8,9-tetrahydro-5H-cyclohepta[b]pyridin-9-ol and cis-6-(2,3-difluorophenyl)-6,7,8,9-tetrahydro-5H-cyclohepta[b]pyridin-9-ol. In a 500 mL round-bottomed flask was (E)-6-(2,3-difluorophenyl)-8,9-dihydro-7H-cyclohepta[b]pyridin-9-ol (660 mg, 2.415 mmol) in MeOH (20 mL) to give a colorless solution. Pd/C (257 mg, 0.242 mmol) was added, and the mixture was stirred under hydrogen balloon for 4 h. LCMS showed complete conversion. Filtered and concentrated to a co... Starting materials: C1(=CC=CC=C1)CC(C(=O)OC)=O (methyl 3-phenylpyruvate), FF (fluorine). The solvent is C(C)#N (acetonitrile), ClC(C(F)(F)F)(Cl)Cl (trichlorotrifluoroethane). The product is C1(=CC=CC=C1)C(C(C(=O)OC)=O)F (methyl 3-phenyl-3-fluoropyruvate). As a reaction SMILES: [C:1]1([CH2:7][C:8](=[O:13])[C:9]([O:11][CH3:12])=[O:10])[CH:6]=[CH:5][CH:4]=[CH:3][CH:2]=1.[F:14]F>C(#N)C.ClC(Cl)(Cl)C(F)(F)F>[C:1]1([CH:7]([F:14])[C:8](=[O:13])[C:9]([O:11][CH3:12])=[O:10])[CH:6]=[CH:5][CH:4]=[CH:3][CH:2]=1. Procedure: In the same manner as in Example 1, methyl 3-phenylpyruvate (35.62 g; 0.2 mol) is dissolved in a mixture of acetonitrile (240 g) and trichlorotrifluoroethane (1.6 L) and reacted with fluorine at -10° C. After the same work-up as in Example 1, the residue is rectified to give methyl 3-phenyl-3-fluoropyruvate (11.8 g). The silyl enol ether obtained by the treatment of the above product with bis-(trimethylsilyl)acetamide (BSA) in methylene chloride shows boiling point 93°-95° C./1 mmHg and 19F NMR ... Reactants: FC=1C=C(COC2=CC(=CC=C2)[N+](=O)[O-])C=CC1 ((3-Fluoro-benzyloxy)-3-nitro-benzene), [Cl-].[NH4+] (ammonium chloride), CO (methanol), O1CCCC1 (tetrahydrofuran). The reagents and catalysts are [Fe] (iron). The solvent is O (water). Conditions: time 30 minute. Yields the product FC=1C=C(COC2=CC(=CC=C2)N)C=CC1 ((3-Fluoro-benzyloxy)-3-amino-benzene). Yield: 93.2%. RXN SMILES: [F:1][C:2]1[CH:3]=[C:4]([CH:16]=[CH:17][CH:18]=1)[CH2:5][O:6][C:7]1[CH:12]=[CH:11][CH:10]=[C:9]([N+:13]([O-])=O)[CH:8]=1.[Cl-].[NH4+].CO.O1CCCC1>[Fe].O>[F:1][C:2]1[CH:3]=[C:4]([CH:16]=[CH:17][CH:18]=1)[CH2:5][O:6][C:7]1[CH:12]=[CH:11][CH:10]=[C:9]([NH2:13])[CH:8]=1 |f:1.2|. Reported procedure: To a solution of the product from Example 199A (0.494 g, 2.0 mmol), iron powder (0.56 g, 10.0 mmol) and ammonium chloride (0.54 g, 10.0 mmol) in a methanol (20 mL), tetrahydrofuran (20 mL), and water (10 mL) solution was heated to reflux for 2 hours. The resultant mixture was filtered through a pad of celite, and the filtrate was concentrated. Then ethyl acetate was added, stirred for 30 minutes, filtered and concentrated under vacuum to provide the title compound (0.405 g, 93%). The reactants are N#N (N2), C1(=CC=CC=C1)PC1=CC=CC=C1 (diphenyl phosphine), [N-](S(=O)(=O)C(F)(F)F)S(=O)(=O)C(F)(F)F (trifluoromethanesulfonimide). Reaction conditions: temperature 10 celsius. Run in CO (methanol). Yields the product FC(S(=O)(=O)[N-]S(=O)(=O)C(F)(F)F)(F)F.C1(=CC=CC=C1)[PH2+]C1=CC=CC=C1 (diphenyl phosphonium bis(trifluoromethanesulfonyl)amide). Procedure details: In a reactor wherein air was replaced by N2, 400.0 g (2.2 mol) of diphenyl phosphine and 400 mL of methanol were added and cooled to 10° C. by a ice-bath. 604.3 g (2.2 mol) of trifluoromethanesulfonimide was then added dropwise under strong stirring. After one hour of reaction, the reaction temperature was increased to about 60° C., and the unreacted materials as well as the solvents were removed by distillation under vacuum to obtain diphenyl phosphonium bis(trifluoromethanesulfonyl)amide. Reaction SMILES: N#N.[C:3]1([PH:9][C:10]2[CH:15]=[CH:14][CH:13]=[CH:12][CH:11]=2)[CH:8]=[CH:7][CH:6]=[CH:5][CH:4]=1.[N-:16]([S:24]([C:27]([F:30])([F:29])[F:28])(=[O:26])=[O:25])[S:17]([C:20]([F:23])([F:22])[F:21])(=[O:19])=[O:18]>CO>[F:30][C:27]([F:28])([F:29])[S:24]([N-:16][S:17]([C:20]([F:21])([F:22])[F:23])(=[O:18])=[O:19])(=[O:25])=[O:26].[C:10]1([PH2+:9][C:3]2[CH:4]=[CH:5][CH:6]=[CH:7][CH:8]=2)[CH:11]=[CH:12][CH:13]=[CH:14][CH:15]=1 |f:4.5|.